From a dataset of the Open Reaction Database (ORD), a public repository of structured organic reaction records. describe an organic reaction: reactants, conditions, products, and yield Reactants: solution, Cl (hydrochloric acid), C1(=CC=CC=C1)C1(CC[C@@]([C@@H]2CN(C[C@H]12)C(=O)OC(C)(C)C)(O)C1=C(C=CC=C1)OC)C1=CC=CC=C1 ((3aS,4S,7aS)-7,7-diphenyl-4-(2-methoxyphenyl)-2-(tert-butoxycarbonyl)perhydroisoindol-4-ol). Solvent: O1CCOCC1 (dioxane), O1CCOCC1 (dioxane). Run at time 1 hour. Product: Cl.C1(=CC=CC=C1)C1(CC[C@@]([C@@H]2CNC[C@H]12)(O)C1=C(C=CC=C1)OC)C1=CC=CC=C1 ((3aS,4S,7aS)-7,7-diphenyl-4-(2-methoxyphenyl)perhydroisoindol-4-ol hydrochloride). RXN SMILES: [ClH:1].[C:2]1([C:8]2([C:33]3[CH:38]=[CH:37][CH:36]=[CH:35][CH:34]=3)[C@@H:16]3[C@@H:12]([CH2:13][N:14](C(OC(C)(C)C)=O)[CH2:15]3)[C@@:11]([C:25]3[CH:30]=[CH:29][CH:28]=[CH:27][C:26]=3[O:31][CH3:32])([OH:24])[CH2:10][CH2:9]2)[CH:7]=[CH:6][CH:5]=[CH:4][CH:3]=1>O1CCOCC1>[ClH:1].[C:33]1([C:8]2([C:2]3[CH:7]=[CH:6][CH:5]=[CH:4][CH:3]=3)[C@@H:16]3[C@@H:12]([CH2:13][NH:14][CH2:15]3)[C@@:11]([C:25]3[CH:30]=[CH:29][CH:28]=[CH:27][C:26]=3[O:31][CH3:32])([OH:24])[CH2:10][CH2:9]2)[CH:34]=[CH:35][CH:36]=[CH:37][CH:38]=1 |f:3.4|. Reported procedure: A solution of 100 cm3 of a 5.2N solution of hydrochloric acid in dioxane is added at room temperature to a solution of 7.63 g of (3aS,4S,7aS)-7,7-diphenyl-4-(2-methoxyphenyl)-2-(tert-butoxycarbonyl)perhydroisoindol-4-ol in 66 cm3 of dioxane. The reaction mixture is stirred for 1 hour at this temperature and then concentrated to dryness under reduced pressure (2.7 kPa). The residue is washed with acetonitrile, filtered off and then dried. There are obtained 4.88 g of (3aS,4S,7aS)-7,7-diphenyl-4-(... Reactants: [OH-].[Na+] (sodium hydroxide), IC=1C=C(C=CC1C)NN (3-iodo-4-methylphenylhydrazine), CC(C(CC#N)=O)(C)C (4,4-dimethyl-3-oxopentanenitrile), Cl (HCl). Procedure: A solution of the above phenylhydrazine (5.08 g, 22 mmol) and 4,4-dimethyl-3-oxopentanenitrile (3.06 g, 1.1 equiv.) in EtOH (100 mL) containing conc. HCl (3 mL) was refluxed for 17 h, then cooled to room temperature. The pH was adjusted to 14 with 40% aqueous sodium hydroxide solution. The aqueous mixture was extracted with EtOAc, (3×50 mL), dried (MgSO4), and concentrated to give 5-tert-butyl-2-(3-iodo-4-methyl-phenyl)-2H-pyrazol-3-ylamine (6.3 g, 86%). This material was used directly without f... Solvent: CCO (EtOH). As a reaction SMILES: [I:1][C:2]1[CH:3]=[C:4]([NH:9][NH2:10])[CH:5]=[CH:6][C:7]=1[CH3:8].[CH3:11][C:12]([CH3:19])([CH3:18])[C:13](=O)[CH2:14][C:15]#[N:16].Cl.[OH-].[Na+]>CCO>[C:12]([C:13]1[CH:14]=[C:15]([NH2:16])[N:9]([C:4]2[CH:5]=[CH:6][C:7]([CH3:8])=[C:2]([I:1])[CH:3]=2)[N:10]=1)([CH3:19])([CH3:18])[CH3:11] |f:3.4|. Product: C(C)(C)(C)C=1C=C(N(N1)C1=CC(=C(C=C1)C)I)N (5-tert-butyl-2-(3-iodo-4-methyl-phenyl)-2H-pyrazol-3-ylamine). Yield: 80.6%. Starting materials: Cl, O=C(O)c1cnc(C2OCCO2)s1. The product is O=Cc1ncc(C(=O)O)s1. As a reaction SMILES: [ClH:14].[O:1]1[CH:2]([c:6]2[s:7][c:8]([C:11](=[O:12])[OH:13])[cH:9][n:10]2)[O:5][CH2:4][CH2:3]1>>[O:1]=[CH:2][c:6]1[s:7][c:8]([C:11](=[O:12])[OH:13])[cH:9][n:10]1. Starting materials: COC(\C(=C\C(=O)OC)\NC1=CC=C(C=C1)OC(C)C)=O (N-(4-isopropoxyphenyl)aminofumaric acid dimethyl ester), C1(C=CC(C=C1)=O)=O (p-benzoquinone), B(F)(F)F (BF3). Product: COC(=O)C=1N(C2=CC=C(C=C2C1C(=O)OC)O)C1=CC=C(C=C1)OC(C)C (5-Hydroxy-1-(4-isopropoxyphenyl)-indole-2,3-dicarboxylic acid dimethyl ester). As a reaction SMILES: [CH3:1][O:2][C:3](=[O:21])/[C:4](/[NH:10][C:11]1[CH:16]=[CH:15][C:14]([O:17][CH:18]([CH3:20])[CH3:19])=[CH:13][CH:12]=1)=[CH:5]/[C:6]([O:8][CH3:9])=[O:7].[C:22]1(=O)[CH:27]=[CH:26][C:25](=[O:28])[CH:24]=[CH:23]1.B(F)(F)F>>[CH3:1][O:2][C:3]([C:4]1[N:10]([C:11]2[CH:12]=[CH:13][C:14]([O:17][CH:18]([CH3:19])[CH3:20])=[CH:15][CH:16]=2)[C:22]2[C:27]([C:5]=1[C:6]([O:8][CH3:9])=[O:7])=[CH:26][C:25]([OH:28])=[CH:24][CH:23]=2)=[O:21]. Procedure details: The sub-title compound was prepared from N-(4-isopropoxyphenyl)aminofumaric acid dimethyl ester (1.57 g, 5.40 mmol), p-benzoquinone (0.60 g, 5.6 mmol) and BF3 etherate (0.83 m L, 5.8 mmol), see procedure in GDR No. 61800 (1967). Yield 1.40 g (71%). Reactants: C(C)(C)[Mg]Cl (isopropylmagnesium chloride), ClC=1C=C(CNC=2C=C(N(N2)C)C=O)C=CC1 (5-(3-chloro-benzylamino)-2-methyl-2H-pyrazole-3-carbaldehyde), ClC=1C=C2C(=NC1)N(C=C2I)[Si](C(C)C)(C(C)C)C(C)C (5-chloro-3-iodo-1-triisopropylsilanyl-1H-pyrrolo[2,3-b]pyridine). Solvent: O1CCCC1 (tetrahydrofuran), O1CCCC1 (tetrahydrofuran), O1CCCC1 (tetrahydrofuran). Conditions: temperature -20 celsius. Yields the product ClC=1C=C(CNC=2C=C(N(N2)C)C(O)C2=CN(C3=NC=C(C=C32)Cl)[Si](C(C)C)(C(C)C)C(C)C)C=CC1 ([5-(3-chloro-benzylamino)-2-methyl-2H-pyrazol-3-yl]-(5-chloro-1-triisopropylsilanyl-1H-pyrrolo[2,3-b]pyridin-3-yl)-methanol). Isolated yield 29.5%. Reaction SMILES: [Cl:1][C:2]1[CH:3]=[C:4]2[C:10](I)=[CH:9][N:8]([Si:12]([CH:19]([CH3:21])[CH3:20])([CH:16]([CH3:18])[CH3:17])[CH:13]([CH3:15])[CH3:14])[C:5]2=[N:6][CH:7]=1.C([Mg]Cl)(C)C.[Cl:27][C:28]1[CH:29]=[C:30]([CH:41]=[CH:42][CH:43]=1)[CH2:31][NH:32][C:33]1[CH:34]=[C:35]([CH:39]=[O:40])[N:36]([CH3:38])[N:37]=1>O1CCCC1>[Cl:27][C:28]1[CH:29]=[C:30]([CH:41]=[CH:42][CH:43]=1)[CH2:31][NH:32][C:33]1[CH:34]=[C:35]([CH:39]([C:10]2[C:4]3[C:5](=[N:6][CH:7]=[C:2]([Cl:1])[CH:3]=3)[N:8]([Si:12]([CH:19]([CH3:21])[CH3:20])([CH:16]([CH3:18])[CH3:17])[CH:13]([CH3:15])[CH3:14])[CH:9]=2)[OH:40])[N:36]([CH3:38])[N:37]=1. Reported procedure: 5-Chloro-3-iodo-1-triisopropylsilanyl-1H-pyrrolo[2,3-b]pyridine (629, 0.19 g, 0.44 mmol) was dissolved in tetrahydrofuran (0.9 mL). The solution was cooled to −20° C. 2M isopropylmagnesium chloride in tetrahydrofuran (200 μL) was added dropwise to the mixture, then stirred to −5° C. After the reaction was cooled to −20° C., 5-(3-chloro-benzylamino)-2-methyl-2H-pyrazole-3-carbaldehyde (648, 0.050 g, 0.20 mmol) in 2 mL of tetrahydrofuran was added at once to the mixture. The reaction was stirred t... Procedure: A biphasic mixture of 30 mg (0.068 mmol) of 1-{2-[5-bromo-4-(5-chlorothiophen-2-yl)pyrimidin-2-ylamino]ethyl}-5,5-dimethylimidazolidine-2,4-dione, 10 mg (0.081 mmol) of phenylboronic acid, 4.0 mg (0.0034 mmol) of tetrakis(triphenylphosphine)palladium(0) in 2 mL of 1,4-dioxane and 0.5 mL of 2 M aqueous Na2CO3 was heated in a microwave at 140° C. for 20 min. The reaction mixture was cooled to rt, diluted with 5 mL of water and extracted twice with CH2Cl2 and twice with a 3:1 mixture of CHCl3 and i... Reagents/catalysts: C=1C=CC(=CC1)[P](C=2C=CC=CC2)(C=3C=CC=CC3)[Pd]([P](C=4C=CC=CC4)(C=5C=CC=CC5)C=6C=CC=CC6)([P](C=7C=CC=CC7)(C=8C=CC=CC8)C=9C=CC=CC9)[P](C=1C=CC=CC1)(C=1C=CC=CC1)C=1C=CC=CC1 (tetrakis(triphenylphosphine)palladium(0)). Yields the product ClC1=CC=C(S1)C1=NC(=NC=C1C1=CC=CC=C1)NCCN1C(NC(C1(C)C)=O)=O (1-{2-[4-(5-chlorothiophen-2-yl)-5-phenylpyrimidin-2-ylamino]ethyl}-5,5-dimethylimidazolidine-2,4-dione). Reaction conditions: temperature 140 celsius. The solvent is O1CCOCC1 (1,4-dioxane), C(=O)([O-])[O-].[Na+].[Na+] (Na2CO3), O (water). Reaction SMILES: Br[C:2]1[C:3]([C:20]2[S:21][C:22]([Cl:25])=[CH:23][CH:24]=2)=[N:4][C:5]([NH:8][CH2:9][CH2:10][N:11]2[C:15]([CH3:17])([CH3:16])[C:14](=[O:18])[NH:13][C:12]2=[O:19])=[N:6][CH:7]=1.[C:26]1(B(O)O)[CH:31]=[CH:30][CH:29]=[CH:28][CH:27]=1>O1CCOCC1.C([O-])([O-])=O.[Na+].[Na+].O.C1C=CC([P]([Pd]([P](C2C=CC=CC=2)(C2C=CC=CC=2)C2C=CC=CC=2)([P](C2C=CC=CC=2)(C2C=CC=CC=2)C2C=CC=CC=2)[P](C2C=CC=CC=2)(C2C=CC=CC=2)C2C=CC=CC=2)(C2C=CC=CC=2)C2C=CC=CC=2)=CC=1>[Cl:25][C:22]1[S:21][C:20]([C:3]2[C:2]([C:26]3[CH:31]=[CH:30][CH:29]=[CH:28][CH:27]=3)=[CH:7][N:6]=[C:5]([NH:8][CH2:9][CH2:10][N:11]3[C:15]([CH3:17])([CH3:16])[C:14](=[O:18])[NH:13][C:12]3=[O:19])[N:4]=2)=[CH:24][CH:23]=1 |f:3.4.5,^1:51,53,72,91|. Reactants: BrC=1C(=NC(=NC1)NCCN1C(NC(C1(C)C)=O)=O)C=1SC(=CC1)Cl (1-{2-[5-bromo-4-(5-chlorothiophen-2-yl)pyrimidin-2-ylamino]ethyl}-5,5-dimethylimidazolidine-2,4-dione), C1(=CC=CC=C1)B(O)O (phenylboronic acid). The reactants are Br, COc1ccc(Oc2cnc3ccccc3c2)cc1, CC(=O)O. Product: Oc1ccc(Oc2cnc3ccccc3c2)cc1. RXN SMILES: [BrH:20].[CH3:1][O:2][c:3]1[cH:4][cH:5][c:6]([O:7][c:8]2[cH:9][n:10][c:11]3[cH:12][cH:13][cH:14][cH:15][c:16]3[cH:17]2)[cH:18][cH:19]1.[CH3:21][C:22](=[O:23])[OH:24]>>[OH:2][c:3]1[cH:4][cH:5][c:6]([O:7][c:8]2[cH:9][n:10][c:11]3[cH:12][cH:13][cH:14][cH:15][c:16]3[cH:17]2)[cH:18][cH:19]1. Starting materials: C(C)(C)(C)OC(NC(CC1=CC2=CC=CC=C2C=C1)C(NCOC)=O)=O ([1-(methoxymethylcarbamoyl)-2-naphthalen-2-ylethyl]carbamic acid tert-butyl ester), [H-].[H-].[H-].[H-].[Li+].[Al+3] (LAH), solution. Run in C1CCOC1 (THF), C1CCOC1 (THF). Run at temperature -55 celsius, time 3 hour. Product: C(C)(C)(C)OC(NC(CC1=CC2=CC=CC=C2C=C1)C=O)=O ((1-formyl-2-naphthalen-2-ylethyl)carbamic acid tert-butyl ester). As a reaction SMILES: [C:1]([O:5][C:6](=[O:26])[NH:7][CH:8]([C:20](=[O:25])NCOC)[CH2:9][C:10]1[CH:19]=[CH:18][C:17]2[C:12](=[CH:13][CH:14]=[CH:15][CH:16]=2)[CH:11]=1)([CH3:4])([CH3:3])[CH3:2].[H-].[H-].[H-].[H-].[Li+].[Al+3]>C1COCC1>[C:1]([O:5][C:6](=[O:26])[NH:7][CH:8]([CH:20]=[O:25])[CH2:9][C:10]1[CH:19]=[CH:18][C:17]2[C:12](=[CH:13][CH:14]=[CH:15][CH:16]=2)[CH:11]=1)([CH3:2])([CH3:4])[CH3:3] |f:1.2.3.4.5.6|. Procedure details: To a solution of [1-(methoxymethylcarbamoyl)-2-naphthalen-2-ylethyl]carbamic acid tert-butyl ester, 67, (5.0 g, 13.4 mmol) in THF (40 mL) at −30° C. to −25° C. is added LAH (16.7 mL of a 1M solution in THF) over about 10 minutes and the reaction is then cooled to −55° C. and the stirring is continued for 3 hours. After cooling to −60° C., the reaction is quenched by the addition of citric acid in methanol (1:1 by weight). During quenching the temperature is maintained at about −45° C. The mixtur... Starting materials: CCC(NS(=O)C(C)(C)C)c1cnc(S(C)(=O)=O)s1, CO, Cl. Yields the product CCC(N)c1cnc(S(C)(=O)=O)s1, Cl. RXN SMILES: [CH3:1][S:2](=[O:3])(=[O:4])[c:5]1[s:6][c:7]([CH:10]([CH2:11][CH3:12])[NH:13][S:14]([C:15]([CH3:16])([CH3:17])[CH3:18])=[O:19])[cH:8][n:9]1.[CH3:21][OH:22].[ClH:20]>>[CH3:1][S:2](=[O:3])(=[O:4])[c:5]1[s:6][c:7]([CH:10]([CH2:11][CH3:12])[NH2:13])[cH:8][n:9]1.[ClH:20]. The reactants are C(C)(=O)N1C(C(C2=CC(=C(C=C12)OC)OC)=C(CC)OCC)=O (1-acetyl-3-(1-ethoxy-1-ethyl-methylidene)-5,6-dimethoxy-2-indolinone), N1(CCCCC1)CC1=CC=C(N)C=C1 (4-(piperidin-1-yl-methyl)-aniline). Yields the product N1(CCCCC1)CC1=CC=C(N\C(\CC)=C\2/C(NC3=CC(=C(C=C23)OC)OC)=O)C=C1 (3-(Z)-{1-[4-(piperidin-1-yl-methyl)-anilino]-1-ethyl-methylidene}-5,6-dimethoxy-2-indolinone). Reaction SMILES: C([N:4]1[C:12]2[C:7](=[CH:8][C:9]([O:15][CH3:16])=[C:10]([O:13][CH3:14])[CH:11]=2)[C:6](=[C:17](OCC)[CH2:18][CH3:19])[C:5]1=[O:23])(=O)C.[N:24]1([CH2:30][C:31]2[CH:37]=[CH:36][C:34]([NH2:35])=[CH:33][CH:32]=2)[CH2:29][CH2:28][CH2:27][CH2:26][CH2:25]1>>[N:24]1([CH2:30][C:31]2[CH:32]=[CH:33][C:34]([NH:35]/[C:17](=[C:6]3\[C:5](=[O:23])[NH:4][C:12]4[C:7]\3=[CH:8][C:9]([O:15][CH3:16])=[C:10]([O:13][CH3:14])[CH:11]=4)/[CH2:18][CH3:19])=[CH:36][CH:37]=2)[CH2:25][CH2:26][CH2:27][CH2:28][CH2:29]1. Procedure details: Prepared from 1-acetyl-3-(1-ethoxy-1-ethyl-methylidene)-5,6-dimethoxy-2-indolinone and 4-(piperidin-1-yl-methyl)-aniline